Task: describe an organic reaction: reactants, conditions, products, and yield. Dataset: the Open Reaction Database (ORD), a public repository of structured organic reaction records Reactants: IC=1C=CC2=C(C1)C1(C(CN(CC1)C(=O)OC(C)(C)C)O2)C (tert-butyl 6-iodo-4a-methyl-3,4,4a,9a-tetrahydro[1]benzofuro[2,3-c]pyridine-2(1H)-carboxylate), CN(C=O)C (N,N-dimethylformamide), C1(=CC=CC=C1)S (benzenethiol), CC(C)([O-])C.[Na+] (sodium tert-butoxide), C(CO)O (1,2-ethanediol). The reagents and catalysts are [Cu]I (copper (I) iodide). Reaction conditions: temperature 120 celsius. Product: C(C)(C)(C)OC(=O)N1CC2C(CC1)(C1=C(O2)C=CC(=C1)SC1=CC=CC=C1)C (4a-Methyl-6-(phenylsulfanyl)-1,2,3,4,4a,9-hexahydro[1]benzofuro[2,3-c]pyridine-2-carboxylic acid tert-butyl ester). RXN SMILES: I[C:2]1[CH:3]=[CH:4][C:5]2[O:21][CH:9]3[CH2:10][N:11]([C:14]([O:16][C:17]([CH3:20])([CH3:19])[CH3:18])=[O:15])[CH2:12][CH2:13][C:8]3([CH3:22])[C:6]=2[CH:7]=1.CC(C)([O-])C.[Na+].C(O)CO.CN(C)C=O.[C:38]1([SH:44])[CH:43]=[CH:42][CH:41]=[CH:40][CH:39]=1>[Cu]I>[C:17]([O:16][C:14]([N:11]1[CH2:12][CH2:13][C:8]2([CH3:22])[C:6]3[CH:7]=[C:2]([S:44][C:38]4[CH:43]=[CH:42][CH:41]=[CH:40][CH:39]=4)[CH:3]=[CH:4][C:5]=3[O:21][CH:9]2[CH2:10]1)=[O:15])([CH3:20])([CH3:19])[CH3:18] |f:1.2|. Procedure details: Into a sealed tube was added tert-butyl 6-iodo-4a-methyl-3,4,4a,9a-tetrahydro[1]benzofuro[2,3-c]pyridine-2(1H)-carboxylate P24 (0.491 g, 1.18 mmol), sodium tert-butoxide (341 mg, 3.55 mmol), copper (I) iodide (20 mg, 0.08 mmol), 1,2-ethanediol (132 μL, 2.38 mmol), N,N-dimethylformamide (17 mL, 210 mmol), and benzenethiol (123 μL, 1.19 mmol). The reaction was heated at 120° C. overnight. The reaction was concentrated and partitioned between DCM and water. The DCM layer was washed with brine, drie... Starting materials: OCCCCCCCCCCCN(C(C=C)=O)C (N-(11-hydroxy-undecyl)-N-methyl acrylamide), P(Br)(Br)Br (Phosphorus tribromide). Solvent: C(C)OCC (Diethylether). The product is BrCCCCCCCCCCCN(C(C=C)=O)C (N-(11-bromoundecyl)-N-methyl acrylamide). Isolated yield 53.0%. As a reaction SMILES: O[CH2:2][CH2:3][CH2:4][CH2:5][CH2:6][CH2:7][CH2:8][CH2:9][CH2:10][CH2:11][CH2:12][N:13]([CH3:18])[C:14](=[O:17])[CH:15]=[CH2:16].P(Br)(Br)[Br:20]>C(OCC)C>[Br:20][CH2:2][CH2:3][CH2:4][CH2:5][CH2:6][CH2:7][CH2:8][CH2:9][CH2:10][CH2:11][CH2:12][N:13]([CH3:18])[C:14](=[O:17])[CH:15]=[CH2:16]. Procedure: Diethylether (250 ml) was added to N-(11-hydroxy-undecyl)-N-methyl acrylamide (38.31 g, 0.150 mol) and BHT (10 mg). Phosphorus tribromide (13.53 g, 50.0 mmol) was added dropwise. The initially undissolved solid dissolved completely and a yellowish oil precipitated. The reaction mixture was stirred at ambient temperature. After 24 h water (100 ml) and dichloromethane (200 ml) were added and the phases were separated. The aqueous phase was extracted with dichloromethane (2×100 ml). The combined or... Reactants: N1CCC(CC1)=O (4-piperidone), ClCCCOCC (1-chloro-3-ethoxypropane). Product: C(C)OCCCN1CCC(CC1)=O (1-(3-Ethoxypropyl)-4-piperidone). Reaction SMILES: [NH:1]1[CH2:6][CH2:5][C:4](=[O:7])[CH2:3][CH2:2]1.Cl[CH2:9][CH2:10][CH2:11][O:12][CH2:13][CH3:14]>>[CH2:13]([O:12][CH2:11][CH2:10][CH2:9][N:1]1[CH2:6][CH2:5][C:4](=[O:7])[CH2:3][CH2:2]1)[CH3:14]. Procedure details: 1-(3-Ethoxypropyl)-4-piperidone is prepared from 4-piperidone and 1-chloro-3-ethoxypropane essentially as described above in Example 38, Scheme C, step a. The reactants are BrC1=CC=C(C=C1)C1CCC(N1)=O (5-(4-bromophenyl)-2-pyrrolidinone), [H-].[Na+] (sodium hydride), CI (methyl iodide). Solvent: CN(C=O)C (dimethylformamide). Conditions: time 20 minute. Product: BrC1=CC=C(C=C1)C1CCC(N1C)=O (5-(4-bromophenyl)-1-methyl-2-pyrrolidinone). Yield: 67.0%. As a reaction SMILES: [Br:1][C:2]1[CH:7]=[CH:6][C:5]([CH:8]2[NH:12][C:11](=[O:13])[CH2:10][CH2:9]2)=[CH:4][CH:3]=1.[H-].[Na+].[CH3:16]I>CN(C)C=O>[Br:1][C:2]1[CH:3]=[CH:4][C:5]([CH:8]2[N:12]([CH3:16])[C:11](=[O:13])[CH2:10][CH2:9]2)=[CH:6][CH:7]=1 |f:1.2|. Reported procedure: A solution of 5-(4-bromophenyl)-2-pyrrolidinone (preparation described in WO00/21958) (200 mg, 0.83 mmol) in dimethylformamide (5 ml) was treated with a solid suspension of sodium hydride (60% in mineral oil, 35 mg, 0.88 mmol). The reaction mix was allowed to stir for 20 minutes, then methyl iodide (124 mg, 0.88 mmol) was added and the whole mix stirred for a further 18 hours. The reaction mixture was quenched with a few drops of water then partitioned between dichloromethane (15 ml), and water ... The reactants are ClCl (chlorine), NC=1C=NC2=C(CCN(CC2)CC)N1 (2-amino-7-ethyl-6,7,8,9-tetrahydro-5H-pyrazino[2,3-d]azepine), [OH-].[Na+] (sodium hydroxide). Reported procedure: 6 gm (31.3 mmols) of 2-amino-7-ethyl-6,7,8,9-tetrahydro-5H-pyrazino[2,3-d]azepine were dissolved in 100 ml of glacial acetic acid and, while cooling the solution with ice, chlorine was introduced until the thin-layer chromatogram showed that no more starting material was present. Thereafter, the reaction mixture was made alkaline with 2 N sodium hydroxide and was then extracted with chloroform. The chloroform extract solution was evaporated, and the residue was column-chromatographically purifie... The product is Cl.NC=1C(=NC2=C(CCN(CC2)CC)N1)Cl (2-Amino-3-chloro-7-ethyl-6,7,8,9-tetrahydro-5H-pyrazino[2,3-d]azepine hydrochloride). The solvent is C(C)(=O)O (acetic acid). As a reaction SMILES: [NH2:1][C:2]1[CH:3]=[N:4][C:5]2[CH2:11][CH2:10][N:9]([CH2:12][CH3:13])[CH2:8][CH2:7][C:6]=2[N:14]=1.[Cl:15]Cl.[OH-].[Na+]>C(O)(=O)C>[ClH:15].[NH2:1][C:2]1[C:3]([Cl:15])=[N:4][C:5]2[CH2:11][CH2:10][N:9]([CH2:12][CH3:13])[CH2:8][CH2:7][C:6]=2[N:14]=1 |f:2.3,5.6|.